This data is from the Open Reaction Database (ORD), a public repository of structured organic reaction records. The task is: describe an organic reaction: reactants, conditions, products, and yield Starting materials: C1(C=2C(C(=O)O1)=CC=CC2)=O (Phthalic anhydride), NCCC1=CNC2=CC=CC=C12 (Tryptamine), C1(=CC=CC=C1)C (toluol), O (water). Product: N1C=C(C2=CC=CC=C12)CCC1C(C2=CC=CC=C2C1=O)=O (2-[2-(1H-indol-3-yl)ethyl]indan-1,3-dione). The yield is 90.0%. RXN SMILES: N[CH2:2][CH2:3][C:4]1[C:12]2[C:7](=[CH:8][CH:9]=[CH:10][CH:11]=2)[NH:6][CH:5]=1.[C:13]1(=[O:23])[O:18][C:16](=O)[C:15]2=[CH:19][CH:20]=[CH:21][CH:22]=[C:14]12.O.[C:25]1(C)C=CC=CC=1>>[NH:6]1[C:7]2[C:12](=[CH:11][CH:10]=[CH:9][CH:8]=2)[C:4]([CH2:3][CH2:2][CH:25]2[C:13](=[O:23])[C:14]3[C:15](=[CH:19][CH:20]=[CH:21][CH:22]=3)[C:16]2=[O:18])=[CH:5]1. Procedure: Tryptamine (3.09 g; 19 mmol) was dissolved in toluol (300 ml). Phthalic anhydride (3 g; 20.2 mmol) was then added. The yellow reaction solution was boiled with reflux for 7 h (water separator). The course of the reaction was controlled by DC. For work up toluol was distilled off completely. The remaining yellow solid was recrystallised from cyclohexane/chloroform (1:1). 4.796 g (90%) of the product were obtained. Reactants: O=C([O-])[O-], O=C([O-])O, CS(=O)(=O)Cl, ClCCl, [K+], [K+], [Na+], c1ccc(NCc2cccnc2)cc1. Yields the product CS(=O)(=O)N(Cc1cccnc1)c1ccccc1. RXN SMILES: [C:15](=[O:16])([O-:17])[O-:18].[C:26](=[O:27])([OH:28])[O-:29].[CH3:21][S:22]([Cl:23])(=[O:24])=[O:25].[Cl:31][CH2:32][Cl:33].[K+:19].[K+:20].[Na+:30].[c:1]1([NH:7][CH2:8][c:9]2[cH:10][n:11][cH:12][cH:13][cH:14]2)[cH:2][cH:3][cH:4][cH:5][cH:6]1>>[c:1]1([N:7]([CH2:8][c:9]2[cH:10][n:11][cH:12][cH:13][cH:14]2)[S:22]([CH3:21])(=[O:24])=[O:25])[cH:2][cH:3][cH:4][cH:5][cH:6]1. Run in O1CCCC1 (tetrahydrofuran). As a reaction SMILES: [CH3:1][O:2][C:3]1[CH:8]=[CH:7][N:6]=[C:5]2[C:9](=[O:21])[N:10]([CH2:12][C:13]3[CH:18]=[CH:17][C:16]([O:19][CH3:20])=[CH:15][CH:14]=3)[CH2:11][C:4]=12.[H-].[Na+].FC(F)CN1[CH2:32][CH2:31][C:30]2(N3C(=O)C(NC4N=CN=C(NC(C5CC5)=O)C=4OC)=CC(C)=C3C(=O)N2)[CH2:29][CH2:28]1>O1CCCC1>[CH3:1][O:2][C:3]1[CH:8]=[CH:7][N:6]=[C:5]2[C:9](=[O:21])[N:10]([CH2:12][C:13]3[CH:18]=[CH:17][C:16]([O:19][CH3:20])=[CH:15][CH:14]=3)[C:11]3([CH2:32][CH2:31][CH2:30][CH2:29][CH2:28]3)[C:4]=12 |f:1.2|. Procedure: To a solution of 4-methoxy-6-(4-methoxybenzyl)-5,6-dihydro-7H-pyrrolo[3,4-b]pyridin-7-one (2, 1.0 mmol, 1 eq) in tetrahydrofuran (25 mL) add sodium hydride (2.5 mmol, 2.5 eq) at 0° C. Stir the mixture for 20 min and then add 1,5-dibromo pentane (3, 1.5 mmol, 1.5 eq) and stir for 8 h. After completion quench the mixture with water at 0° C. and add ethyl acetate. Separate the layer and remove the solvent to get crude. Purify the crude by silica gel column chromatography to afford 4′-methoxy-6′-(4-... Reaction conditions: time 20 minute. The reactants are COC1=C2C(=NC=C1)C(N(C2)CC2=CC=C(C=C2)OC)=O (4-methoxy-6-(4-methoxybenzyl)-5,6-dihydro-7H-pyrrolo[3,4-b]pyridin-7-one), [H-].[Na+] (sodium hydride), FC(CN1CCC2(CC1)NC(C=1N2C(C(=CC1C)NC1=C(C(=NC=N1)NC(=O)C1CC1)OC)=O)=O)F (N-(6-((1′-(2,2-difluoroethyl)-8-methyl-1,5-dioxo-1,5-dihydro-2H-spiro[imidazo[1,5-a]pyridine-3,4′-piperidin]-6-yl)amino)-5-methoxypyrimidin-4-yl)cyclopropanecarboxamide). The product is COC1=C2C(=NC=C1)C(N(C21CCCCC1)CC1=CC=C(C=C1)OC)=O (4′-methoxy-6′-(4-methoxybenzyl)spiro[cyclohexane-1,5′-pyrrolo[3,4-b]pyridin]-7′(6′H)-one). Reactants: CCOC(=O)Cc1cc(C(=O)c2ccc3cc(-c4ccc(C(=O)OCc5ccccc5)cc4)[nH]c3c2)sc1Br, O=C1c2ccccc2C(=O)N1CCCCBr, CC#N. Yields the product CCOC(=O)Cc1cc(C(=O)c2ccc3cc(-c4ccc(C(=O)OCc5ccccc5)cc4)n(CCCCN4C(=O)c5ccccc5C4=O)c3c2)sc1Br. RXN SMILES: [Br:1][c:2]1[c:3]([CH2:34][C:35](=[O:36])[O:37][CH2:38][CH3:39])[cH:4][c:5]([C:7](=[O:8])[c:9]2[cH:10][cH:11][c:12]3[cH:13][c:14](-[c:18]4[cH:19][cH:20][c:21]([C:22](=[O:23])[O:24][CH2:25][c:26]5[cH:27][cH:28][cH:29][cH:30][cH:31]5)[cH:32][cH:33]4)[nH:15][c:16]3[cH:17]2)[s:6]1.[Br:40][CH2:41][CH2:42][CH2:43][CH2:44][N:45]1[C:46](=[O:55])[c:47]2[c:48]([cH:51][cH:52][cH:53][cH:54]2)[C:49]1=[O:50].[CH3:56][C:57]#[N:58]>>[Br:1][c:2]1[c:3]([CH2:34][C:35](=[O:36])[O:37][CH2:38][CH3:39])[cH:4][c:5]([C:7](=[O:8])[c:9]2[cH:10][cH:11][c:12]3[cH:13][c:14](-[c:18]4[cH:19][cH:20][c:21]([C:22](=[O:23])[O:24][CH2:25][c:26]5[cH:27][cH:28][cH:29][cH:30][cH:31]5)[cH:32][cH:33]4)[n:15]([CH2:41][CH2:42][CH2:43][CH2:44][N:45]4[C:46](=[O:55])[c:47]5[c:48]([cH:51][cH:52][cH:53][cH:54]5)[C:49]4=[O:50])[c:16]3[cH:17]2)[s:6]1.